Dataset: the Open Reaction Database (ORD), a public repository of structured organic reaction records. Task: describe an organic reaction: reactants, conditions, products, and yield Reactants: CCOCCNCC(O)CO, Cc1ccccc1, O=Cc1ccccc1, O=C(O)c1ccccc1. The product is CCOCCN1CC(CO)OC1c1ccccc1. RXN SMILES: [CH2:1]([CH3:2])[O:3][CH2:4][CH2:5][NH:6][CH2:7][CH:8]([CH2:9][OH:10])[OH:11].[CH3:29][c:30]1[cH:31][cH:32][cH:33][cH:34][cH:35]1.[CH:12](=[O:13])[c:14]1[cH:15][cH:16][cH:17][cH:18][cH:19]1.[OH:20][C:21]([c:22]1[cH:23][cH:24][cH:25][cH:26][cH:27]1)=[O:28]>>[CH2:1]([CH3:2])[O:3][CH2:4][CH2:5][N:6]1[CH2:7][CH:8]([CH2:9][OH:10])[O:11][CH:12]1[c:14]1[cH:15][cH:16][cH:17][cH:18][cH:19]1. Reactants: C(C)(C)(C)OC(=O)NCC(=O)NN=CC=1CS[C@H]2N(C1C(=O)O)C(C2NC(CC=2SC=CC2)=O)=O (3-[2-(N-tertiary butoxycarbonylglycyl)hydrazono]methyl-7-(2-thienylacetamido)-3-cephem-4-carboxylic acid). Solvent: C1(=CC=CC=C1)OC (anisole), FC(C(=O)O)(F)F (trifluoroacetic acid). Reaction conditions: time 1 hour. Yields the product NCC(=O)NN=CC=1CS[C@H]2N(C1C(=O)O)C(C2NC(CC=2SC=CC2)=O)=O (3-(2-glycylhydrazono)methyl-7-(2-thienylacetamido)-3-cephem-4-carboxylic acid). Yield: 61.8%. RXN SMILES: C(OC([NH:8][CH2:9][C:10]([NH:12][N:13]=[CH:14][C:15]1[CH2:16][S:17][C@@H:18]2[CH:25]([NH:26][C:27](=[O:34])[CH2:28][C:29]3[S:30][CH:31]=[CH:32][CH:33]=3)[C:24](=[O:35])[N:19]2[C:20]=1[C:21]([OH:23])=[O:22])=[O:11])=O)(C)(C)C>C1(OC)C=CC=CC=1.FC(F)(F)C(O)=O>[NH2:8][CH2:9][C:10]([NH:12][N:13]=[CH:14][C:15]1[CH2:16][S:17][C@@H:18]2[CH:25]([NH:26][C:27](=[O:34])[CH2:28][C:29]3[S:30][CH:31]=[CH:32][CH:33]=3)[C:24](=[O:35])[N:19]2[C:20]=1[C:21]([OH:23])=[O:22])=[O:11]. Procedure: A solution of 3-[2-(N-tertiary butoxycarbonylglycyl)hydrazono]methyl-7-(2-thienylacetamido)-3-cephem-4-carboxylic acid (120 mg) in a mixture of anisole (0.6 ml) and trifluoroacetic acid (1.2 ml) is kept at 0° C for 1 hour. The reaction mixture is concentrated to remove trifluoroacetic acid, and the obtained residue is diluted with ether. The separated crystals are washed with ether and water and dried to give 3-(2-glycylhydrazono)methyl-7-(2-thienylacetamido)-3-cephem-4-carboxylic acid (60 mg). ... Run in CCOC(=O)C (EtOAc). Reported procedure: A mixture of 1-cyclopentyl-3-ethyl-5-amino-1H-pyrazole-4-carboxamide (1.25 g, 5.63 mmol), 4-methoxy-3-[2-(4-morpholinyl)ethoxy]benzaldehyde (1.64 g), and xylenes (12 ml) was heated at 160° C. overnight. Additional aldehyde (0.5 g) was added and the mixture was refluxed until complete, then cooled to room temperature. The solvent was stripped, the residue was slurried with EtOAc and the product was collected by filtration and combined with the product from a similar experimental run. The combined... As a reaction SMILES: [CH:1]1([N:6]2[C:10]([NH2:11])=[C:9]([C:12]([NH2:14])=[O:13])[C:8]([CH2:15][CH3:16])=[N:7]2)[CH2:5][CH2:4][CH2:3][CH2:2]1.[CH3:17][O:18][C:19]1[CH:26]=[CH:25][C:22]([CH:23]=O)=[CH:21][C:20]=1[O:27][CH2:28][CH2:29][N:30]1[CH2:35][CH2:34][O:33][CH2:32][CH2:31]1>CCOC(C)=O>[CH:1]1([N:6]2[C:10]3=[N:11][C:23]([C:22]4[CH:25]=[CH:26][C:19]([O:18][CH3:17])=[C:20]([O:27][CH2:28][CH2:29][N:30]5[CH2:35][CH2:34][O:33][CH2:32][CH2:31]5)[CH:21]=4)=[N:14][C:12](=[O:13])[C:9]3=[C:8]([CH2:15][CH3:16])[NH:7]2)[CH2:2][CH2:3][CH2:4][CH2:5]1. Starting materials: C1(CCCC1)N1N=C(C(=C1N)C(=O)N)CC (1-cyclopentyl-3-ethyl-5-amino-1H-pyrazole-4-carboxamide), COC1=C(C=C(C=O)C=C1)OCCN1CCOCC1 (4-methoxy-3-[2-(4-morpholinyl)ethoxy]benzaldehyde), xylenes, aldehyde. Product: C1(CCCC1)N1NC(=C2C1=NC(=NC2=O)C2=CC(=C(C=C2)OC)OCCN2CCOCC2)CC (1-cyclopentyl-3-ethyl-6-[4-methoxy-3-[2-(4-morpholinyl)ethoxy]phenyl]pyrazolo[3,4-d]pyrimidin-4-one). Reaction conditions: temperature 160 celsius. The reactants are Cl.ClC=1C=CC=C2C=C(C(=NC12)C=1C(=NC=CC1)C)C(C)Cl (8-chloro-3-(1-chloroethyl)-2-(2-methylpyridin-3-yl)-quinoline hydrochloride), CN(C)C=O (DMF), C1(C=2C(C(N1)=O)=CC=CC2)=O.[K] (potassium phthalimide). Run at temperature 100 celsius, time 1.5 hour. Product: ClC=1C=CC=C2C=C(C(=NC12)C=1C(=NC=CC1)C)C(C)N1C(C2=CC=CC=C2C1=O)=O (2-(1-(8-chloro-2-(2-methylpyridin-3-yl)quinolin-3-yl)ethyl)-isoindoline-1,3-dione). As a reaction SMILES: Cl.[Cl:2][C:3]1[CH:4]=[CH:5][CH:6]=[C:7]2[C:12]=1[N:11]=[C:10]([C:13]1[C:14]([CH3:19])=[N:15][CH:16]=[CH:17][CH:18]=1)[C:9]([CH:20](Cl)[CH3:21])=[CH:8]2.CN(C=O)C.[C:28]1(=[O:38])[NH:32][C:31](=[O:33])[C:30]2=[CH:34][CH:35]=[CH:36][CH:37]=[C:29]12.[K]>>[Cl:2][C:3]1[CH:4]=[CH:5][CH:6]=[C:7]2[C:12]=1[N:11]=[C:10]([C:13]1[C:14]([CH3:19])=[N:15][CH:16]=[CH:17][CH:18]=1)[C:9]([CH:20]([N:32]1[C:28](=[O:38])[C:29]3[C:30](=[CH:34][CH:35]=[CH:36][CH:37]=3)[C:31]1=[O:33])[CH3:21])=[CH:8]2 |f:0.1,3.4,^1:38|. Procedure: To a stirring solution of 8-chloro-3-(1-chloroethyl)-2-(2-methylpyridin-3-yl)-quinoline hydrochloride (1.3130 g, 3.712 mmol) in DMF (18.56 m/L, 3.712 mmol) at 100° C. was added potassium phthalimide (1.719 g, 9.281 mmol) at 100° C. and the mixture was stirred at 100° C. After 1.5 h, the mixture was concentrated under reduced pressure and triturated with water (50 mL). The resulting solid was filtered and washed with 2 N NaOH (50 mL) and then with water (500 mL), and air-dried to give 2-(1-(8-chl... The reactants are C[C@H]1[C@H]([C@H](C[C@@H](O1)O[C@H]2C[C@@](CC=3C2=C(C4=C(C3O)C(=O)C5=CC=CC(=C5C4=O)OC)O)(C(=O)CO)O)N)O (doxorubicin), C=1C(=CC(=C(C1I)OC=2C=C(C(=C(C2)I)O)I)I)CC(=O)O (tetrac), C=O (formalin). Conditions: time 24 hour. The product is O[C@H]1[C@H](O)[C@@H](O)[C@@H](O)[C@H](O1)CO (β-Gal). As a reaction SMILES: C[C@@H]1O[C@@H]([O:8][C@@H:9]2C3=C(O)C4C(=O)C5C(=CC=CC=5OC)C(=O)C=4C(O)=C3C[C@@:11]([OH:37])([C:33]([CH2:35][OH:36])=[O:34])[CH2:10]2)C[C@H](N)[C@@H]1O.C1C(CC(O)=O)=CC(I)=C([O:47]C2C=C(I)C(O)=C(I)C=2)C=1I.[CH2:62]=[O:63]>>[OH:63][C@@H:62]1[O:47][C@H:10]([CH2:9][OH:8])[C@H:11]([OH:37])[C@H:33]([OH:34])[C@H:35]1[OH:36]. Procedure: Cells were seeded on 100-mm culture dishes and treated with doxorubicin, tetrac or both for 24 h, after which the cells were subjected to trypsin treatment at 37° C. for 3 min, fixed with 4% formalin in PBS, and washed with PBS. Then they were incubated with 0.1 μg/ml Hoechst 33248 (bisbenzimide, Sigma-Aldrich) and spotted on slides for microscopy. Positive cells are counted and their fractions between non treated and treated populations are compared. Starting materials: CC(=O)Nc1ccn(C2OC(COC(C)=O)C(OC(C)=O)C2O)c(=O)n1, CC(=O)OC(C)=O, O=[N+]([O-])O. Yields the product CC(=O)Nc1ccn(C2OC(COC(C)=O)C(OC(C)=O)C2O[N+](=O)[O-])c(=O)n1. As a reaction SMILES: [C:12]([CH3:13])(=[O:14])[O:15][CH:16]1[CH:17]([OH:37])[CH:18]([n:26]2[c:27](=[O:28])[n:29][c:30]([NH:31][C:32]([CH3:33])=[O:34])[cH:35][cH:36]2)[O:19][CH:20]1[CH2:21][O:22][C:23]([CH3:24])=[O:25].[CH3:1][C:2]([O:3][C:4](=[O:5])[CH3:6])=[O:7].[OH:8][N+:9]([O-:10])=[O:11]>>[O-:8][N+:9]([O:10][CH:17]1[CH:16]([O:15][C:12]([CH3:13])=[O:14])[CH:20]([CH2:21][O:22][C:23]([CH3:24])=[O:25])[O:19][CH:18]1[n:26]1[c:27](=[O:28])[n:29][c:30]([NH:31][C:32]([CH3:33])=[O:34])[cH:35][cH:36]1)=[O:11]. Reactants: ClC1=C(C=CC(=C1)C(F)(F)F)C(C1C(OC(OC1=O)(C)C)=O)C1=CNC2=C(C=CC=C12)CSC (5-([2-Chloro-4-(trifluoromethyl)phenyl]{7-[(methylsulfanyl)methyl]-1H-indol-3-yl}methyl)-2,2-dimethyl-1,3-dioxane-4,6-dione). The reagents and catalysts are [Cu] (copper). Solvent: N1=CC=CC=C1 (pyridine), C(C)O (ethanol). Yields the product ClC1=C(C=CC(=C1)C(F)(F)F)C(CC(=O)OCC)C1=CNC2=C(C=CC=C12)CSC (Ethyl 3-[2-chloro-4-(trifluoromethyl)phenyl]-3-{7-[(methylsulfanyl)methyl]-1H-indol-3-yl}propanoate). Reaction SMILES: [Cl:1][C:2]1[CH:7]=[C:6]([C:8]([F:11])([F:10])[F:9])[CH:5]=[CH:4][C:3]=1[CH:12]([C:23]1[C:31]2[C:26](=[C:27]([CH2:32][S:33][CH3:34])[CH:28]=[CH:29][CH:30]=2)[NH:25][CH:24]=1)[CH:13]1C(=O)O[C:16](C)([CH3:20])[O:15][C:14]1=[O:22]>N1C=CC=CC=1.C(O)C.[Cu]>[Cl:1][C:2]1[CH:7]=[C:6]([C:8]([F:11])([F:9])[F:10])[CH:5]=[CH:4][C:3]=1[CH:12]([C:23]1[C:31]2[C:26](=[C:27]([CH2:32][S:33][CH3:34])[CH:28]=[CH:29][CH:30]=2)[NH:25][CH:24]=1)[CH2:13][C:14]([O:15][CH2:16][CH3:20])=[O:22]. Reported procedure: 2.8 mg (45 μmol) of copper powder were added to a solution of 3.64 g (approx. 5.12 mmol, 72% purity) of the compound from Example 93A in 41 ml of pyridine and 10 ml of ethanol. The reaction mixture was heated under reflux overnight. It was concentrated, and the crude product was purified by preparative HPLC (RP18 column; mobile phase: acetonitrile/water gradient) to result in 1.34 g (57% of theory) of the title compound. Starting materials: COC(=O)c1sc(-n2cnc3cc(-c4nnc(C)o4)ccc32)cc1OC(C)c1ccccc1Cl, COC(=O)c1sc(-n2cnc3ccc(C#N)cc32)cc1OC(C)c1cccc(O)c1Cl. Product: COC(=O)c1sc(-n2cnc3cc(-c4nnc(C)o4)ccc32)cc1O. RXN SMILES: [Cl:1][c:2]1[cH:3][cH:4][cH:5][cH:6][c:7]1[CH:8]([CH3:9])[O:10][c:11]1[c:12]([C:31](=[O:32])[O:33][CH3:34])[s:13][c:14](-[n:16]2[cH:17][n:18][c:19]3[c:20]2[cH:21][cH:22][c:23](-[c:25]2[o:26][c:27]([CH3:30])[n:28][n:29]2)[cH:24]3)[cH:15]1.[Cl:35][c:36]1[c:37]([OH:38])[cH:39][cH:40][cH:41][c:42]1[CH:43]([O:44][c:45]1[cH:46][c:47](-[n:48]2[c:49]3[cH:50][c:51]([C:52]#[N:53])[cH:54][cH:55][c:56]3[n:57][cH:58]2)[s:59][c:60]1[C:61]([O:62][CH3:63])=[O:64])[CH3:65]>>[OH:10][c:11]1[c:12]([C:31](=[O:32])[O:33][CH3:34])[s:13][c:14](-[n:16]2[cH:17][n:18][c:19]3[c:20]2[cH:21][cH:22][c:23](-[c:25]2[o:26][c:27]([CH3:30])[n:28][n:29]2)[cH:24]3)[cH:15]1.